describe an organic reaction: reactants, conditions, products, and yield From a dataset of the Open Reaction Database (ORD), a public repository of structured organic reaction records. Reaction SMILES: [Br:24][c:25]1[n:26][cH:27][c:28]([Br:31])[cH:29][cH:30]1.[C:10]([CH3:11])([CH3:12])([CH3:13])[O:14][C:15](=[O:16])[N:17]1[CH2:18][CH2:19][C:20](=[CH2:23])[CH2:21][CH2:22]1.[CH:1]12[CH2:2][CH2:3][CH2:4][CH:5]([BH:6]1)[CH2:7][CH2:8][CH2:9]2.[K+:32].[K+:33].[O-:34][C:35]([O-:36])=[O:37].[O:38]=[CH:39][N:40]([CH3:41])[CH3:42].[OH2:43]>>[C:10]([CH3:11])([CH3:12])([CH3:13])[O:14][C:15](=[O:16])[N:17]1[CH2:18][CH2:19][CH:20]([CH2:23][c:25]2[n:26][cH:27][c:28]([Br:31])[cH:29][cH:30]2)[CH2:21][CH2:22]1. Starting materials: Brc1ccc(Br)nc1, C=C1CCN(C(=O)OC(C)(C)C)CC1, B1C2CCCC1CCC2, [K+], [K+], O=C([O-])[O-], CN(C)C=O, O. Product: CC(C)(C)OC(=O)N1CCC(Cc2ccc(Br)cn2)CC1. Reactants: BrC=1C(=NN(C1C)CSC)C (4-bromo-3,5-dimethyl-1-(methylthiomethyl)-1H-pyrazole), 91, CO.O (methanol water), OOS(=O)[O-].[K+] (Oxone). Conditions: temperature 0 celsius, time 30 minute. Yields the product BrC=1C(=NN(C1C)CS(=O)(=O)C)C (4-bromo-3,5-dimethyl-1-(methylsulfonyl methyl)-1H-pyrazole). The yield is 41.0%. As a reaction SMILES: O[O:2][S:3]([O-:5])=O.[K+].[Br:7][C:8]1[C:9]([CH3:17])=[N:10][N:11]([CH2:14]SC)[C:12]=1[CH3:13].[CH3:18]O.O>>[Br:7][C:8]1[C:9]([CH3:17])=[N:10][N:11]([CH2:14][S:3]([CH3:18])(=[O:5])=[O:2])[C:12]=1[CH3:13] |f:0.1,3.4|. Reported procedure: Oxone (9.25 g, 14 mmol) was added portion-wise to a solution of 4-bromo-3,5-dimethyl-1-(methylthiomethyl)-1H-pyrazole of preparation 91 (2.56 g, 10.9 mmol) in methanol/water at 0° C. The reaction solution was stirred at 0° C. for 30 min, then slowly warmed to room temperature overnight. The reaction was thick with white precipitate, which was concentrated to roughly 20 mL, poured into water and filtered the white solid. The solid was washed with water and air dried to give the title compound as ... Reactants: C1=C(c2cc3nccc(N4CCCCC4)c3[nH]2)CCCC1, CO. Product: c1cc(N2CCCCC2)c2[nH]c(C3CCCCC3)cc2n1. As a reaction SMILES: [C:1]1([c:7]2[cH:8][c:9]3[n:10][cH:11][cH:12][c:13]([N:16]4[CH2:17][CH2:18][CH2:19][CH2:20][CH2:21]4)[c:14]3[nH:15]2)=[CH:2][CH2:3][CH2:4][CH2:5][CH2:6]1.[CH3:22][OH:23]>>[CH:1]1([c:7]2[cH:8][c:9]3[n:10][cH:11][cH:12][c:13]([N:16]4[CH2:17][CH2:18][CH2:19][CH2:20][CH2:21]4)[c:14]3[nH:15]2)[CH2:2][CH2:3][CH2:4][CH2:5][CH2:6]1. Reactants: COC1=NC(=NC(=N1)OC)NC(OC)=O (methyl 4,6-dimethoxy-1,3,5-triazin-2-yl-carbamate), solution, C[Al](C)C (trimethylaluminum), IC=1C(=NC=CC1)S(=O)(=O)N (3-iodo-2-pyridinesulfonamide), ice. The solvent is ClCCl (dichloromethane), C1(=CC=CC=C1)C (toluene), ClCCl (dichloromethane). Yields the product COC1=NC(=NC(=N1)OC)NC(NS(=O)(=O)C1=NC=CC=C1I)=O (3-(4,6-Dimethoxy-1,3,5-triazin-2-yl)-1-(3-iodo-2-pyridylsulfonyl)urea). As a reaction SMILES: C[Al](C)C.[I:5][C:6]1[C:7]([S:12]([NH2:15])(=[O:14])=[O:13])=[N:8][CH:9]=[CH:10][CH:11]=1.[CH3:16][O:17][C:18]1[N:23]=[C:22]([O:24][CH3:25])[N:21]=[C:20]([NH:26][C:27](=O)[O:28]C)[N:19]=1>C1(C)C=CC=CC=1.ClCCl>[CH3:25][O:24][C:22]1[N:23]=[C:18]([O:17][CH3:16])[N:19]=[C:20]([NH:26][C:27](=[O:28])[NH:15][S:12]([C:7]2[C:6]([I:5])=[CH:11][CH:10]=[CH:9][N:8]=2)(=[O:13])=[O:14])[N:21]=1. Reported procedure: 9.0 ml (18 mmol) of a 2M solution of trimethylaluminum in toluene are added dropwise at room temperature to 4.3 g (15 mmol) of 3-iodo-2-pyridinesulfonamide in 150 ml of dichloromethane. After evolution of gas has ceased, 3.85 [lacuna] (18 mmol) of methyl 4,6-dimethoxy-1,3,5-triazin-2-yl-carbamate in 20 ml of dichloromethane is added dropwise and the resulting solution is refluxed for 24 hours. The mixture is cooled and poured into 150 ml of ice-cold 1N hydrochloric acid. The organic phase is sep... Starting materials: [OH-].[Na+] (sodium hydroxide), C1(=CC=CC=C1)O (phenol), C1[C@@H](O1)CCl (R-(-)-epichlorohydrin), N1CCCCC1 (piperidine), Cl (hydrochloric acid). Run in CN(C=O)C (dimethylformamide). Run at temperature 60 celsius, time 10 hour. The product is C(C1CO1)OCC1CO1 (glycidyl ether). As a reaction SMILES: [C:1]1([OH:7])[CH:6]=[CH:5]C=CC=1.[CH2:8]1[O:10][C@H:9]1[CH2:11]Cl.N1CCCCC1.[OH-:19].[Na+].Cl>CN(C)C=O>[CH2:11]([O:7][CH2:1][CH:6]1[O:19][CH2:5]1)[CH:9]1[O:10][CH2:8]1 |f:3.4|. Procedure: The starting phenol derivative (10.0 g) of the following formula: ##STR19## and the same R-(-)-epichlorohydrin (18.6 g) as used in Preparation 2, piperidine (367 ml) and dimethylformamide (1 ml) are mixed and stirred at 60° C. for 10 hours. The reaction mixture is distilled under reduced pressure to remove the solvent, and thereto is added acetone (5 ml) and further added dropwise 24 wt. % aqueous sodium hydroxide (1.2 equivalent) with stirring at room temperature, and the mixture is reacted for... Reactants: COC(=O)CO, O=[N+]([O-])c1cc(F)cnc1Cl, [H-], [Na+], C1CCOC1, O. Yields the product COC(=O)COc1ncc(F)cc1[N+](=O)[O-]. RXN SMILES: [CH3:1][O:2][C:3]([CH2:4][OH:5])=[O:6].[Cl:9][c:10]1[n:11][cH:12][c:13]([F:19])[cH:14][c:15]1[N+:16](=[O:17])[O-:18].[H-:7].[Na+:8].[O:21]1[CH2:22][CH2:23][CH2:24][CH2:25]1.[OH2:20]>>[CH3:1][O:2][C:3]([CH2:4][O:5][c:10]1[n:11][cH:12][c:13]([F:19])[cH:14][c:15]1[N+:16](=[O:17])[O-:18])=[O:6]. The reactants are COC1=C(C=CC=C1)SCCCN(C(NC=1SC(=CN1)SC(C(=O)O)(C)C)=O)[C@@H]1CC[C@H](CC1)C (2-{2-[3-[3-(2-methoxy-phenylsulfanyl)-propyl]-3-(trans-4-methyl-cyclohexyl)-ureido]-thiazol-5-ylsulfanyl}-2-methyl-propionic acid), C(C)OC(C(C)(C)SC1=CN=C(S1)N)=O (2-(2-amino-thiazol-5-ylsulfanyl)-2-methyl-propionic acid ethyl ester), ClC1=CC=C(C=C1)S (4-chloro-thiophenol). Product: ClC1=CC=C(C=C1)SCCCN(C(NC=1SC(=CN1)SC(C(=O)O)(C)C)=O)[C@@H]1CC[C@H](CC1)C (2-{2-[3-[3-(4-Chloro-phenylsulfanyl)-propyl]-3-(trans-4-methyl-cyclohexyl)-ureido]-thiazol-5-ylsulfanyl}-2-methyl-propionic acid). As a reaction SMILES: CO[C:3]1[CH:8]=[CH:7][CH:6]=[CH:5][C:4]=1[S:9][CH2:10][CH2:11][CH2:12][N:13]([C@H:29]1[CH2:34][CH2:33][C@H:32]([CH3:35])[CH2:31][CH2:30]1)[C:14](=[O:28])[NH:15][C:16]1[S:17][C:18]([S:21][C:22]([CH3:27])([CH3:26])[C:23]([OH:25])=[O:24])=[CH:19][N:20]=1.C(OC(=O)C(SC1SC(N)=NC=1)(C)C)C.[Cl:51]C1C=CC(S)=CC=1>>[Cl:51][C:7]1[CH:6]=[CH:5][C:4]([S:9][CH2:10][CH2:11][CH2:12][N:13]([C@H:29]2[CH2:34][CH2:33][C@H:32]([CH3:35])[CH2:31][CH2:30]2)[C:14](=[O:28])[NH:15][C:16]2[S:17][C:18]([S:21][C:22]([CH3:27])([CH3:26])[C:23]([OH:25])=[O:24])=[CH:19][N:20]=2)=[CH:3][CH:8]=1. Procedure details: The compound was prepared following an analogous procedure to the one described for the synthesis 2-{2-[3-[3-(2-methoxy-phenylsulfanyl)-propyl]-3-(trans-4-methyl-cyclohexyl)-ureido]-thiazol-5-ylsulfanyl}-2-methyl-propionic acid using 2-(2-amino-thiazol-5-ylsulfanyl)-2-methyl-propionic acid ethyl ester and 4-chloro-thiophenol.